From a dataset of the Open Reaction Database (ORD), a public repository of structured organic reaction records. describe an organic reaction: reactants, conditions, products, and yield The reactants are solution, C(O)C(CC)(CO)CO (trimethylolpropane), C1(\C=C/C(=O)O1)=O (maleic anhydride). The product is CC(=C)CC1CC(=O)OC1=O (polyisobutenylsuccinic anhydride), C(O)C(CC)(CO)CO (trimethylolpropane), anhydride trimethylolpropane. As a reaction SMILES: [C:1]1(=[O:7])[O:6][C:4](=[O:5])[CH:3]=[CH:2]1.[CH2:8]([C:10]([CH2:15][OH:16])([CH2:13][OH:14])[CH2:11][CH3:12])[OH:9]>>[CH3:11][C:10]([CH2:13][CH:3]1[C:4](=[O:5])[O:6][C:1](=[O:7])[CH2:2]1)=[CH2:8].[CH2:8]([C:10]([CH2:15][OH:16])([CH2:13][OH:14])[CH2:11][CH3:12])[OH:9]. Procedure details: Example 9 is again repeated. After reaction of maleic anhydride, a portion of 1153 g is taken from the reaction mixture and 796 g of a solution containing 318 g of a trimethylolpropane polyisobutenylsuccinate (formed by reaction of polyisobutenylsuccinic anhydride with trimethylolpropane in a molar ratio "anhydride/trimethylolpropane" of 0.5) are added thereto. The reaction mixture is then heated to 160° C. for 7 hours. Reactants: CC(=O)O, [BH3-]C#N, CO, COC(=O)c1ccnc2c1c(C=O)cn2C(=O)OC(C)(C)C, NC(CCO)C1CC1, [Na+]. Yields the product COC(=O)c1ccnc2c1c(CNC(CCO)C1CC1)cn2C(=O)OC(C)(C)C. RXN SMILES: [C:31]([OH:32])(=[O:33])[CH3:34].[C:35]([BH3-:36])#[N:37].[CH3:39][OH:40].[CH:9](=[O:10])[c:11]1[cH:12][n:13]([C:24](=[O:25])[O:26][C:27]([CH3:28])([CH3:29])[CH3:30])[c:14]2[n:15][cH:16][cH:17][c:18]([C:20](=[O:21])[O:22][CH3:23])[c:19]12.[NH2:1][CH:2]([CH2:3][CH2:4][OH:5])[CH:6]1[CH2:7][CH2:8]1.[Na+:38]>>[NH:1]([CH:2]([CH2:3][CH2:4][OH:5])[CH:6]1[CH2:7][CH2:8]1)[CH2:9][c:11]1[cH:12][n:13]([C:24](=[O:25])[O:26][C:27]([CH3:28])([CH3:29])[CH3:30])[c:14]2[n:15][cH:16][cH:17][c:18]([C:20](=[O:21])[O:22][CH3:23])[c:19]12. Reactants: ClC1=C(C=C(N)C=C1)C1=NC=CC=C1 (4-chloro-3-(pyridin-2-yl)aniline), FC1=C(C(=O)O)C=CC=N1 (2-fluoronicotinic acid). Yields the product ClC1=C(C=C(C=C1)NC(=O)C=1C(=NC=CC1)F)C1=NC=CC=C1 (N-(4-chloro-3-(pyridin-2-yl)phenyl)-2-fluoropyridine-3-carboxamide). As a reaction SMILES: [Cl:1][C:2]1[CH:8]=[CH:7][C:5]([NH2:6])=[CH:4][C:3]=1[C:9]1[CH:14]=[CH:13][CH:12]=[CH:11][N:10]=1.[F:15][C:16]1[N:24]=[CH:23][CH:22]=[CH:21][C:17]=1[C:18](O)=[O:19]>>[Cl:1][C:2]1[CH:8]=[CH:7][C:5]([NH:6][C:18]([C:17]2[C:16]([F:15])=[N:24][CH:23]=[CH:22][CH:21]=2)=[O:19])=[CH:4][C:3]=1[C:9]1[CH:14]=[CH:13][CH:12]=[CH:11][N:10]=1. Procedure: Procedure G was used to couple 4-chloro-3-(pyridin-2-yl)aniline (50 mg) and 2-fluoronicotinic acid to produce N-(4-chloro-3-(pyridin-2-yl)phenyl)-2-fluoropyridine-3-carboxamide. MS (Q1) 328.1 (M)+.